Dataset: the Open Reaction Database (ORD), a public repository of structured organic reaction records. Task: describe an organic reaction: reactants, conditions, products, and yield The reactants are C=CC(C)=C (Isoprene), C=CC=C (butadiene), ( 1,2 )-, C=CC(C)=C (isoprene), C(C)(=O)O (acetic acid), C=CC=C (butadiene), C(CCC)[Li] (butyl lithium), solution, N1=C(C=CC=C1)C1=NC=CC=C1 (bipyridyl), O1CCCC1 (tetrahydrofuran), benzophenone ketyl, C=CC(C)=C (isoprene), C(CCC)[Li] (butyl lithium). Run in C1CCCCC1 (cyclohexane). Conditions: temperature 50 celsius, time 1 hour. Yields the product C=CC(C)=C.C=CC=C.C=CC(C)=C (Isoprene Butadiene Isoprene). As a reaction SMILES: N1C=C[CH:4]=[CH:3][C:2]=1[C:7]1C=CC=CN=1.O1CCCC1.[CH2:18]=[CH:19][C:20](=[CH2:22])[CH3:21].C([Li])CCC.C=CC=C.C(O)(=O)C>C1CCCCC1>[CH2:18]=[CH:19][C:20](=[CH2:21])[CH3:22].[CH2:7]=[CH:2][CH:3]=[CH2:4].[CH2:18]=[CH:19][C:20](=[CH2:21])[CH3:22] |f:7.8.9|. Reported procedure: Three hundred milliliters (ml) of purified, dried cyclohexane (99.5%, Phillips Petroleum) were introduced into a six-hundred milliliter stirred glass reactor. Air was removed from the reactor under vacuum and replaced by dry nitrogen. The reactor was equipped with an air driven stirrer, a pressure gauge, thermocouple, top surface inlet valve, dip tube feeder with valve, heating-mantle and variable controller and combination nitrogen/vacuum inlet with valve. Three ml of a 0.01M solution of bipyri... Starting materials: BrC1=C(C=CC=C1)[N+](=O)[O-] (2-Bromo nitrobenzene), C(C=C)[Mg]Br (allyl magnesium bromide). Product: BrC=1C=CC=C2C(=CNC12)C (7-bromo-3-methyl-1H-indole). As a reaction SMILES: [Br:1][C:2]1[CH:7]=[CH:6][CH:5]=[CH:4][C:3]=1[N+:8]([O-])=O.[CH2:11]([Mg]Br)[CH:12]=[CH2:13]>>[Br:1][C:2]1[CH:7]=[CH:6][CH:5]=[C:4]2[C:3]=1[NH:8][CH:11]=[C:12]2[CH3:13]. Reported procedure: 2-Bromo nitrobenzene was reacted with allyl magnesium bromide according to the literature procedure (Dobbs A. J. Org Chem. 2001, 66, 638-641), to provide 7-bromo-3-methyl-1H-indole. Reactants: FC1=C(C=CC(=C1)F)C(CN1N=CN=C1)(C(=C)C1=C(C=CC=C1)I)O (2-(2,4-difluorophenyl)-3-(iodophenyl)-1-(1,2,4-triazol-1-yl)-3-buten-2-ol), C(C)OC(C#C)OCC (3,3-diethyloxyprop-1-yne), copper(l)iodide. The reagents and catalysts are Cl[Pd]([P](C1=CC=CC=C1)(C2=CC=CC=C2)C3=CC=CC=C3)([P](C4=CC=CC=C4)(C5=CC=CC=C5)C6=CC=CC=C6)Cl (bis(triphenylphosphine)palladium dichloride). Solvent: C(C)N(CC)CC (triethylamine), O1CCCC1 (tetrahydrofuran). Run at time 18 hour. The product is FC1=C(C=CC(=C1)F)C(CN1N=CN=C1)(C(=C)C1=CC=C(C=C1)C#CC(OCC)OCC)O (2-(2,4-difluorophenyl)-3-(4-[3,3-diethoxyprop-1-yn-1-yl]phenyl)-1-(1,2,4-triazol-1-yl)-3-buten-2-ol). Yield: 60.1%. Reaction SMILES: [F:1][C:2]1[CH:7]=[C:6]([F:8])[CH:5]=[CH:4][C:3]=1[C:9]([OH:25])([C:16]([C:18]1[CH:23]=[CH:22][CH:21]=[CH:20][C:19]=1I)=[CH2:17])[CH2:10][N:11]1[CH:15]=[N:14][CH:13]=[N:12]1.[CH2:26]([O:28][CH:29]([O:32][CH2:33][CH3:34])[C:30]#[CH:31])[CH3:27]>C(N(CC)CC)C.O1CCCC1.Cl[Pd](Cl)([P](C1C=CC=CC=1)(C1C=CC=CC=1)C1C=CC=CC=1)[P](C1C=CC=CC=1)(C1C=CC=CC=1)C1C=CC=CC=1>[F:1][C:2]1[CH:7]=[C:6]([F:8])[CH:5]=[CH:4][C:3]=1[C:9]([OH:25])([C:16]([C:18]1[CH:23]=[CH:22][C:21]([C:31]#[C:30][CH:29]([O:32][CH2:33][CH3:34])[O:28][CH2:26][CH3:27])=[CH:20][CH:19]=1)=[CH2:17])[CH2:10][N:11]1[CH:15]=[N:14][CH:13]=[N:12]1 |^1:49,68|. Reported procedure: A mixture of 2-(2,4-difluorophenyl)-3-(iodophenyl)-1-(1,2,4-triazol-1-yl)-3-buten-2-ol (4.0 g, 8.8 mmol-see Preparation 20), 3,3-diethyloxyprop-1-yne (1.52 ml, 10.6 mmol), copper(l)iodide (0.02 g) and bis(triphenylphosphine)palladium dichloride (0.12 g) In triethylamine (40 ml) and tetrahydrofuran (13 ml) was stirred at room temperature for 18 hours. The solvents were removed under reduced pressure and the residue was partitioned between dichloromethane (50 ml) and water (50 ml). The organic lay...